Dataset: the Open Reaction Database (ORD), a public repository of structured organic reaction records. Task: describe an organic reaction: reactants, conditions, products, and yield Reported procedure: Following Example 278, Suzuki coupling of tert-butyl 4-(5-(4-(butyloxycarbonylaminomethyl)piperidin-1-yl)-1-methyl-1H-pyrazol-4-ylcarbamoyl)-2-bromothiazol-5-ylcarbamate and 3-methoxyphenyl boronic acid gave 268 as a brown solid (153 mg, 17% over two steps). 1H NMR (400 MHz, d6-DMSO) δ 8.92 (s, 1H), 7.47-7.29 (m, 6H), 6.98 (d, J=7.7 Hz, 1H), 3.84 (s, 3H), 3.64 (s, 3H), 3.12-2.95 (m, 4H), 2.47 (d, J=6.0 Hz, 2H), 1.76 (d, J=11.7 Hz, 2H), 1.30-1.17 (m, 3H). Alkyl NH2 not seen. LCMS (ES+) m/z 442 (M... RXN SMILES: C(OC([NH:8][CH2:9][CH:10]1[CH2:15][CH2:14][N:13]([C:16]2[N:20]([CH3:21])[N:19]=[CH:18][C:17]=2[NH:22][C:23]([C:25]2[N:26]=[C:27](Br)[S:28][C:29]=2[NH:30]C(=O)OC(C)(C)C)=[O:24])[CH2:12][CH2:11]1)=O)CCC.[CH3:39][O:40][C:41]1[CH:42]=[C:43](B(O)O)[CH:44]=[CH:45][CH:46]=1>>[NH2:30][C:29]1[S:28][C:27]([C:45]2[CH:44]=[CH:43][CH:42]=[C:41]([O:40][CH3:39])[CH:46]=2)=[N:26][C:25]=1[C:23]([NH:22][C:17]1[CH:18]=[N:19][N:20]([CH3:21])[C:16]=1[N:13]1[CH2:14][CH2:15][CH:10]([CH2:9][NH2:8])[CH2:11][CH2:12]1)=[O:24]. Yields the product NC1=C(N=C(S1)C1=CC(=CC=C1)OC)C(=O)NC=1C=NN(C1N1CCC(CC1)CN)C (5-amino-N-(5-(4-(aminomethyl)piperidin-1-yl)-1-methyl-1H-pyrazol-4-yl)-2-(3-methoxyphenyl)thiazole-4-carboxamide). Yield: 17.0%. Reactants: C(CCC)OC(=O)NCC1CCN(CC1)C1=C(C=NN1C)NC(=O)C=1N=C(SC1NC(OC(C)(C)C)=O)Br (tert-butyl 4-(5-(4-(butyloxycarbonylaminomethyl)piperidin-1-yl)-1-methyl-1H-pyrazol-4-ylcarbamoyl)-2-bromothiazol-5-ylcarbamate), COC=1C=C(C=CC1)B(O)O (3-methoxyphenyl boronic acid). The reactants are FC(C(=O)O)(F)F (trifluoroacetic acid), C(C)(C)(C)OC(=O)N1CCN(CC1)C1=NC=NC(=N1)N(C)C (4-(4-Dimethylamino-[1,3,5]triazin-2-yl)-piperazine-1-carboxylic acid tert-butyl ester), [OH-].[Na+] (sodium hydroxide). The solvent is ClCCl (dichloromethane). Run at temperature 40 celsius. Product: CN(C1=NC=NC(=N1)N1CCNCC1)C (Dimethyl-(4-piperazin-1-yl-[1,3,5]triazin-2-yl)-amine). Reaction SMILES: C(OC([N:8]1[CH2:13][CH2:12][N:11]([C:14]2[N:19]=[C:18]([N:20]([CH3:22])[CH3:21])[N:17]=[CH:16][N:15]=2)[CH2:10][CH2:9]1)=O)(C)(C)C.FC(F)(F)C(O)=O.[OH-].[Na+]>ClCCl>[CH3:21][N:20]([CH3:22])[C:18]1[N:19]=[C:14]([N:11]2[CH2:12][CH2:13][NH:8][CH2:9][CH2:10]2)[N:15]=[CH:16][N:17]=1 |f:2.3|. Reported procedure: A solution of 1 mmol of 4-(4-Dimethylamino-[1,3,5]triazin-2-yl)-piperazine-1-carboxylic acid tert-butyl ester in 10 ml dichloromethane was chilled and treated with 14 mmol of trifluoroacetic acid. The reaction mixture was heated to 40° C. for 30 min. After cooling, 50 ml of 2M aqueous sodium hydroxide is added. The organic layer was separated, dried and concentrated to yield the title compound as a yellowish oil. MS (m/e): 267.0 (M+CH3COO+, 100%) The reactants are CC(C)([O-])C.[Na+] (sodium tert-butoxide), COC(=O)C1=CN(C2=CC(=CC=C12)Br)C (6-bromo-1-methyl-1H-indole-3-carboxylic acid methyl ester), CC(C)([O-])C.[Na+] (sodium tert-butoxide). The solvent is C1(=CC=CC=C1)C (toluene), C1(=CC=CC=C1)C (toluene). Reaction conditions: temperature 106.5 celsius. The product is BrC1=CC=C2C(=CN(C2=C1)C)C(=O)OC(C)(C)C (tert-Butyl 6-bromo-1-methyl-1H-indole-3-carboxylate). Isolated yield 66.1%. As a reaction SMILES: C[O:2][C:3]([C:5]1[C:13]2[C:8](=[CH:9][C:10]([Br:14])=[CH:11][CH:12]=2)[N:7]([CH3:15])[CH:6]=1)=O.[CH3:16][C:17]([CH3:20])([O-:19])[CH3:18].[Na+]>C1(C)C=CC=CC=1>[Br:14][C:10]1[CH:9]=[C:8]2[C:13]([C:5]([C:3]([O:19][C:17]([CH3:20])([CH3:18])[CH3:16])=[O:2])=[CH:6][N:7]2[CH3:15])=[CH:12][CH:11]=1 |f:1.2|. Procedure details: Dissolve 6-bromo-1-methyl-1H-indole-3-carboxylic acid methyl ester (17.16 Kg, 63.98 mol) in toluene (134.5 Kg) under nitrogen atmosphere. Stir at least 15 minutes. Add magnesium sulfate to dry and charcoal to de-colorize the solution and stir at least 30 minutes. Filter the mixture. Dissolve sodium tert-butoxide (21.5 Kg, 223.70 mol) in toluene (43.7 kg) under a nitrogen atmosphere. Add the starting material solution mixture to the sodium tert-butoxide solution and heat the reaction mixture slow... Starting materials: ClC(C(=O)OC)C=1C(N2C(C(C2C1)C(C)OC(=O)OCC1=CC=CC=C1)=O)C(=O)OCC1=CC=C(C=C1)[N+](=O)[O-] (α-chloro-2-[[(4-nitrophenyl)methoxy]carbonyl]-7-oxo-6-[1-[[(phenylmethoxy)carbonyl]oxy]ethyl]-1-azabicyclo-[3.2.0]hept-3-ene-3-acetic acid, methyl ester), 1,8-diazobicyclo[5.4.0]-undec-7-ene. Solvent: C(C)OCC (diethyl ether). Yields the product ClC(C(=O)OC)=C1C(N2C(C(C2C1)C(C)OC(=O)OCC1=CC=CC=C1)=O)C(=O)OCC1=CC=C(C=C1)[N+](=O)[O-] (3-(1-chloro-2-methoxy-2-oxoethylidene)-7-oxo-6-[1-[[(phenylmethoxy)carbonyl]oxy]ethyl]-1-azabicyclo[3.2.0]heptane-2-carboxylic acid, (4-nitrophenyl)methyl ester), product. Isolated yield 85.0%. As a reaction SMILES: [Cl:1][CH:2]([C:7]1[CH:8]([C:28]([O:30][CH2:31][C:32]2[CH:37]=[CH:36][C:35]([N+:38]([O-:40])=[O:39])=[CH:34][CH:33]=2)=[O:29])[N:9]2[CH:12]([CH:13]=1)[CH:11]([CH:14]([O:16][C:17]([O:19][CH2:20][C:21]1[CH:26]=[CH:25][CH:24]=[CH:23][CH:22]=1)=[O:18])[CH3:15])[C:10]2=[O:27])[C:3]([O:5][CH3:6])=[O:4]>C(OCC)C>[Cl:1][C:2](=[C:7]1[CH2:13][CH:12]2[N:9]([C:10](=[O:27])[CH:11]2[CH:14]([O:16][C:17]([O:19][CH2:20][C:21]2[CH:26]=[CH:25][CH:24]=[CH:23][CH:22]=2)=[O:18])[CH3:15])[CH:8]1[C:28]([O:30][CH2:31][C:32]1[CH:33]=[CH:34][C:35]([N+:38]([O-:40])=[O:39])=[CH:36][CH:37]=1)=[O:29])[C:3]([O:5][CH3:6])=[O:4]. Procedure details: The title compound is prepared by the procedure of Example 41, using 0.165 g of product from Example 42, 0.041 g (40 μl) of 1,8-diazobicyclo[5.4.0]-undec-7-ene, 20 ml of diethyl ether. The organic layer is concentrated in vacuo to give 0.140 g (85%) of product as a white foam. Reactants: C(C=C)(=O)O (acrylic acid), C(C=C)(=O)N1CCOCC1 (acryloyl morpholine), C(C=C)(=O)N1CCOCC1 (acryloyl morpholine), C(C=C)(=O)O (acrylic acid). Product: C(C=C)(=O)O.C(C=C)(=O)N1CCOCC1 (Acrylic Acid Acryloyl Morpholine). As a reaction SMILES: [C:1]([OH:5])(=[O:4])[CH:2]=[CH2:3].[C:6]([N:10]1[CH2:15][CH2:14][O:13][CH2:12][CH2:11]1)(=[O:9])[CH:7]=[CH2:8]>>[C:1]([OH:5])(=[O:4])[CH:2]=[CH2:3].[C:6]([N:10]1[CH2:15][CH2:14][O:13][CH2:12][CH2:11]1)(=[O:9])[CH:7]=[CH2:8] |f:2.3|. Procedure: The samples analyzed by G.C., G.P.C. and C-13 NMR were found to contain 450 ppm residual acrylic acid, 410 ppm residual acryloyl morpholine; the molecular weight of the copolymer was 11,200, and the composition of the copolymer was about 90 mole % acrylic acid and 10 mole % acryloyl morpholine. Starting materials: 468.1, [Na+].CS(=O)[O-] (methanesulfinic acid sodium salt), BrC=1C=C(C(=O)O)C=C(C1)I (3-bromo-5-iodo-benzoic acid), ClC1=CC=C(C=C1)[C@@H]1C[C@]12C(NC1=CC=CC=C21)=O ((1S,2S)-2-(4-chlorophenyl)spiro[cyclopropane-1,3′-indolin]-2′-one). Yields the product ClC1=CC=C(C=C1)[C@H]1C[C@@]12C(N(C1=CC=CC=C21)C=2C=C(C(=O)O)C=C(C2)S(=O)(=O)C)=O ((1R,2R)-3-(2-(4-chlorophenyl)-2′-oxospiro[cyclopropane-1,3′-indoline]-1′-yl)-5-(methylsulfonyl)benzoic acid). As a reaction SMILES: [Na+].[CH3:2][S:3]([O-:5])=[O:4].Br[C:7]1[CH:8]=[C:9]([CH:13]=[C:14](I)[CH:15]=1)[C:10]([OH:12])=[O:11].[Cl:17][C:18]1[CH:23]=[CH:22][C:21]([C@H:24]2[C@:26]3([C:34]4[C:29](=[CH:30][CH:31]=[CH:32][CH:33]=4)[NH:28][C:27]3=[O:35])[CH2:25]2)=[CH:20][CH:19]=1>>[Cl:17][C:18]1[CH:19]=[CH:20][C:21]([C@@H:24]2[C@@:26]3([C:34]4[C:29](=[CH:30][CH:31]=[CH:32][CH:33]=4)[N:28]([C:7]4[CH:8]=[C:9]([CH:13]=[C:14]([S:3]([CH3:2])(=[O:5])=[O:4])[CH:15]=4)[C:10]([OH:12])=[O:11])[C:27]3=[O:35])[CH2:25]2)=[CH:22][CH:23]=1 |f:0.1|. Reported procedure: The title compound was prepared in analogy to Example 92 starting from methanesulfinic acid sodium salt, 3-bromo-5-iodo-benzoic acid (commercially available), (1R,2R) and (1S,2S)-2-(4-chlorophenyl)spiro[cyclopropane-1,3′-indolin]-2′-one prepared as in Scheme 1. LC/MS m/e calcd. for C24H18ClNO55: 467, observed (M+H)+: 468.1 1H NMR (400 MHz, MeOD-d4) δppm 2.27-2.36 (m, 2 H) 3.28 (s, 3 H) 3.38 (t, J=8.59 Hz, 1 H) 6.18 (d, J=7.58 Hz, 1 H) 6.85 (t, J=7.20 Hz, 1 H) 7.00 (d, J=7.83 Hz, 1 H) 7.14-7.23 (... The solvent is CO (MeOH), C(=O)(C(F)(F)F)O (TFA), C(=O)(C(F)(F)F)O (TFA). The yield is 77.5%. Product: ClC=1C=C2C=CNC2=CC1OCCN(C)C (5-Chloro-6-(2-dimethylaminoethoxy)-1H-indole). Starting materials: COC(CNC1=CC(=C(C=C1)Cl)OCCN(C)C)OC (N-[4-chloro-3-(2-dimethylaminoethoxy)phenyl]aminoacetaldehyde dimethyl acetal), C(=O)(C(F)(F)F)OC(=O)C(F)(F)F (TFAA), C(=O)([O-])[O-].[K+].[K+] (K2CO3). Procedure details: A solution of N-[4-chloro-3-(2-dimethylaminoethoxy)phenyl]aminoacetaldehyde dimethyl acetal (D7, 0.61 g, 0.002 mol) in TFA (2.6 ml) at 0° C., was treated with TFAA (2.6 ml) under an argon atmosphere. More TFA (3.7 ml ) was added and the reaction was heated to reflux for 48 h. The solution was evaporated to dryness and the residue taken up in EtOAc. The extract was dried (Na2SO4) and concentrated in vacuo to leave a brown oil which was dissolved in MeOH (10 ml), treated with K2CO3 (1 g) and then ... Run at time 3 hour. RXN SMILES: CO[CH:3](OC)[CH2:4][NH:5][C:6]1[CH:11]=[CH:10][C:9]([Cl:12])=[C:8]([O:13][CH2:14][CH2:15][N:16]([CH3:18])[CH3:17])[CH:7]=1.C(OC(C(F)(F)F)=O)(C(F)(F)F)=O.C([O-])([O-])=O.[K+].[K+]>C(O)(C(F)(F)F)=O.CO>[Cl:12][C:9]1[CH:10]=[C:11]2[C:6](=[CH:7][C:8]=1[O:13][CH2:14][CH2:15][N:16]([CH3:18])[CH3:17])[NH:5][CH:4]=[CH:3]2 |f:2.3.4|. Reactants: COc1cc2c(c3c1OC(C)(C)C3)C(c1cccc(-c3ccc(N)cc3)c1)=NC(C)(C)C2, COC(=O)Cl, [Na+], [Na+], O=C([O-])[O-], C1CCOC1, O. The product is COC(=O)Nc1ccc(-c2cccc(C3=NC(C)(C)Cc4cc(OC)c5c(c43)CC(C)(C)O5)c2)cc1. Reaction SMILES: [CH3:7][O:8][c:9]1[cH:10][c:11]2[c:16]([c:17]3[c:18]1[O:19][C:20]([CH3:22])([CH3:23])[CH2:21]3)[C:15]([c:24]1[cH:25][c:26](-[c:30]3[cH:31][cH:32][c:33]([NH2:36])[cH:34][cH:35]3)[cH:27][cH:28][cH:29]1)=[N:14][C:13]([CH3:37])([CH3:38])[CH2:12]2.[Cl:39][C:40](=[O:41])[O:42][CH3:43].[Na+:1].[Na+:2].[O-:3][C:4](=[O:5])[O-:6].[O:45]1[CH2:46][CH2:47][CH2:48][CH2:49]1.[OH2:44]>>[CH3:7][O:8][c:9]1[cH:10][c:11]2[c:16]([c:17]3[c:18]1[O:19][C:20]([CH3:22])([CH3:23])[CH2:21]3)[C:15]([c:24]1[cH:25][c:26](-[c:30]3[cH:31][cH:32][c:33]([NH:36][C:40](=[O:41])[O:42][CH3:43])[cH:34][cH:35]3)[cH:27][cH:28][cH:29]1)=[N:14][C:13]([CH3:37])([CH3:38])[CH2:12]2. Starting materials: COC1(CCOCC1)C1=CN=C(S1)OCC1=CC=C(C=C1)C(C)=O (4'-[5-(4-methoxytetrahydropyran-4-yl)thiazol-2-yloxymethyl]acetophenone), Cl.NO (hydroxylamine hydrochloride). Product: COC1(CCOCC1)C1=CN=C(S1)OCC1=CC=C(C=C1)/C(/C)=N/O ((E)-4'-[5-(4-methoxytetrahydropyran-4-yl)thiazol-2-yloxymethyl]acetophenone oxime). The yield is 57.0%. Reaction SMILES: [CH3:1][O:2][C:3]1([C:9]2[S:13][C:12]([O:14][CH2:15][C:16]3[CH:21]=[CH:20][C:19]([C:22](=O)[CH3:23])=[CH:18][CH:17]=3)=[N:11][CH:10]=2)[CH2:8][CH2:7][O:6][CH2:5][CH2:4]1.Cl.[NH2:26][OH:27]>>[CH3:1][O:2][C:3]1([C:9]2[S:13][C:12]([O:14][CH2:15][C:16]3[CH:21]=[CH:20][C:19](/[C:22](=[N:26]/[OH:27])/[CH3:23])=[CH:18][CH:17]=3)=[N:11][CH:10]=2)[CH2:8][CH2:7][O:6][CH2:5][CH2:4]1 |f:1.2|. Reported procedure: Using an analogous procedure to that described in Example 15, 4'-[5-(4-methoxytetrahydropyran-4-yl)thiazol-2-yloxymethyl]acetophenone was reacted with hydroxylamine hydrochloride to give (E)-4'-[5-(4-methoxytetrahydropyran-4-yl)thiazol-2-yloxymethyl]acetophenone oxime in 57% yield, m.p. 107°-109° C.;